Dataset: the Open Reaction Database (ORD), a public repository of structured organic reaction records. Task: describe an organic reaction: reactants, conditions, products, and yield The reactants are C(C1CO1)OCC(C)=C (methallyl glycidyl ether), epoxy acrylate, C(C=C)(=O)OCC1CO1 (glycidyl acrylate), C(C=C)(=O)O (acrylic acid), C(C=C)(=O)Cl (acryloyl chloride), C(C(=C)C)(=O)OCC1CO1 (glycidyl methacrylate), C(C(=C)C)(=O)O (methacrylic acid), C(C1CO1)OC1=C(C=CC=C1)CC=CC (crotyl phenyl glycidyl ether), ( A ), ( A ), C(C1CO1)OC1=C(C=CC=C1)CC=C (o-allyl phenyl glycidyl ether), epoxy acrylate, ( B ), C(C=C)OCC1CO1 (glycidyl allyl ether). Product: epoxy resin, OC1=CC=C(C=C1)C(C)(C)C1=CC=C(C=C1)O (bisphenol A), C(Cl)C1CO1 (epichlorohydrin). RXN SMILES: C(O[CH2:6][CH:7]1[O:9][CH2:8]1)(=O)C=C.C(O[CH2:16][CH:17]1[O:19][CH2:18]1)(=O)C(C)=C.C(O[CH2:24][CH:25]1O[CH2:26]1)C=C.C(O[C:33]1C=C[CH:36]=[CH:35][C:34]=1[CH2:39]C=C)C1OC1.[CH2:42](OC1C=CC=CC=1CC=CC)C1OC1.C(OCC(=C)C)C1OC1.C(O)(=O)C=C.C(O)(=O)C(C)=C.C([Cl:81])(=O)C=C>>[OH:19][C:17]1[CH:16]=[CH:42][C:35]([C:34]([C:26]2[CH:6]=[CH:7][C:8]([OH:9])=[CH:24][CH:25]=2)([CH3:39])[CH3:33])=[CH:36][CH:18]=1.[CH2:6]([CH:7]1[O:9][CH2:8]1)[Cl:81]. Procedure: Examples of the compound having an effectively photopolymerizable carbon-to-carbon double bond and a 1,2-epoxy group in the molecule and having a boiling point of at least 120° C. [component (B) (i)] are glycidyl acrylate, glycidyl methacrylate, glycidyl allyl ether, o-allyl phenyl glycidyl ether, crotyl phenyl glycidyl ether, methallyl glycidyl ether, epoxy acrylate type resins obtained by condensing a part of the epoxy group of the polyepoxy compound exemplified above as component (A) with acr... Starting materials: ClCCl, O=[N+]([O-])O, O=S(=O)(O)O, O=C1c2ccccc2C(=O)c2ccccc21. Product: O=C1c2ccccc2C(=O)c2c1cccc2[N+](=O)[O-]. Reaction SMILES: [CH2:26]([Cl:27])[Cl:28].[OH:17][N+:18]([O-:19])=[O:20].[S:21](=[O:22])(=[O:23])([OH:24])[OH:25].[cH:1]1[cH:2][cH:3][cH:4][c:5]2[c:14]1[C:13](=[O:15])[c:12]1[c:7]([cH:8][cH:9][cH:10][cH:11]1)[C:6]2=[O:16]>>[cH:1]1[cH:2][cH:3][cH:4][c:5]2[c:14]1[C:13](=[O:15])[c:12]1[c:7]([c:8]([N+:18](=[O:17])[O-:19])[cH:9][cH:10][cH:11]1)[C:6]2=[O:16]. Reactants: C(CCC(=O)O)(=O)O (succinic acid), C[C@H]1/C=C/C=C/C=C/C=C/C=C/C=C/C=C/[C@@H](C[C@H]2[C@@H]([C@H](C[C@](O2)(C[C@H](C[C@H]([C@@H](CC[C@H](C[C@H](CC(=O)O[C@H]([C@@H]([C@@H]1O)C)C)O)O)O)O)O)O)O)C(=O)O)O[C@H]3[C@H]([C@H]([C@@H]([C@H](O3)C)O)N)O (amphotericin B), [Cl-].[Cl-].[Ca+2] (CaCl2), Cl (HCl). Run in CO (methanol), CO (methanol), CO (methanol). Reaction conditions: time 1 hour. Product: C[C@H]1/C=C/C=C/C=C/C=C/C=C/C=C/C=C/[C@@H](C[C@H]2[C@@H]([C@H](C[C@](O2)(C[C@H](C[C@H]([C@@H](CC[C@H](C[C@H](CC(=O)O[C@H]([C@@H]([C@@H]1O)C)C)O)O)O)O)O)O)O)C(=O)O)O[C@H]3[C@H]([C@H]([C@@H]([C@H](O3)C)O)N)O.[Ca].C(CCC(=O)O)(=O)O (Amphotericin B Calcium Succinic Acid). As a reaction SMILES: [CH3:1][C@@H:2]1[C@@H:41]([OH:42])[C@@H:40]([CH3:43])[C@H:39]([CH3:44])[O:38][C:36](=[O:37])[CH2:35][C@H:34]([OH:45])[CH2:33][C@H:32]([OH:46])[CH2:31][CH2:30][C@@H:29]([OH:47])[C@H:28]([OH:48])[CH2:27][C@H:26]([OH:49])[CH2:25][C@@:23]2([OH:50])[O:24][C@H:19]([C@H:20]([C:52]([OH:54])=[O:53])[C@@H:21]([OH:51])[CH2:22]2)[CH2:18][C@@H:17]([O:55][C@@H:56]2[O:61][C@H:60]([CH3:62])[C@@H:59]([OH:63])[C@H:58]([NH2:64])[C@@H:57]2[OH:65])[CH:16]=[CH:15][CH:14]=[CH:13][CH:12]=[CH:11][CH:10]=[CH:9][CH:8]=[CH:7][CH:6]=[CH:5][CH:4]=[CH:3]1.[Cl-].[Cl-].[Ca+2:68].Cl.[C:70]([OH:77])(=[O:76])[CH2:71][CH2:72][C:73]([OH:75])=[O:74]>CO>[CH3:1][C@@H:2]1[C@@H:41]([OH:42])[C@@H:40]([CH3:43])[C@H:39]([CH3:44])[O:38][C:36](=[O:37])[CH2:35][C@H:34]([OH:45])[CH2:33][C@H:32]([OH:46])[CH2:31][CH2:30][C@@H:29]([OH:47])[C@H:28]([OH:48])[CH2:27][C@H:26]([OH:49])[CH2:25][C@@:23]2([OH:50])[O:24][C@H:19]([C@H:20]([C:52]([OH:54])=[O:53])[C@@H:21]([OH:51])[CH2:22]2)[CH2:18][C@@H:17]([O:55][C@@H:56]2[O:61][C@H:60]([CH3:62])[C@@H:59]([OH:63])[C@H:58]([NH2:64])[C@@H:57]2[OH:65])[CH:16]=[CH:15][CH:14]=[CH:13][CH:12]=[CH:11][CH:10]=[CH:9][CH:8]=[CH:7][CH:6]=[CH:5][CH:4]=[CH:3]1.[Ca:68].[C:70]([OH:77])(=[O:76])[CH2:71][CH2:72][C:73]([OH:75])=[O:74] |f:1.2.3,7.8.9|. Reported procedure: 10.66 g amphotericin B (938γ/mg of activity-equivalent to 10 g of chemical activity) suspended in 2.5 liters of anhydrous methanol containing 11.1 ml of 5% CaCl2 in methanol (equivalent to 200 mg Ca ion) is solubilized by means of 1.8 ml of 5.8 N HCl (pH 3.9). To the resulting solution are added 100 ml of methanol containing 10 g of reagent grade succinic acid to form a mixture of pH 3.2. The pH of the mixture is adjusted to about 7 by the addition of 7.7 ml concentrated NH 4 OH. The mixture is ... The reactants are CC(=O)OC(C)=O, Cc1nc2sc3c(c2c(=O)[nH]1)CCCC3, ClC(Cl)Cl, O=P(Cl)(Cl)Cl. Yields the product Cc1nc(Cl)c2c3c(sc2n1)CCCC3. As a reaction SMILES: [C:25]([O:26][C:27](=[O:28])[CH3:29])(=[O:30])[CH3:31].[CH3:1][c:2]1[nH:3][c:4](=[O:15])[c:5]2[c:6]([n:7]1)[s:8][c:9]1[c:10]2[CH2:11][CH2:12][CH2:13][CH2:14]1.[Cl:21][CH:22]([Cl:23])[Cl:24].[P:16]([Cl:17])([Cl:18])([Cl:19])=[O:20]>>[CH3:1][c:2]1[n:3][c:4]([Cl:18])[c:5]2[c:6]([n:7]1)[s:8][c:9]1[c:10]2[CH2:11][CH2:12][CH2:13][CH2:14]1. Reactants: BrCC1=CC=C(C(=O)OCC)C=C1 (ethyl 4-bromomethyl-benzoate), O (water), [H-].[Na+] (Sodium hydride), OC=1C(=NC=CC1)CC=1NC=CN1 (3-hydroxy-2-(1-imidazolylmethyl)pyridine). Run in CN(C=O)C (N,N-dimethylformamide), C(C)OCC (diethyl ether), CN(C=O)C (N,N-dimethylformamide). Conditions: time 15 minute. Product: C(C)OC(=O)C1=CC=C(COC=2C(=NC=CC2)CC=2NC=CN2)C=C1 (3-(4-ethoxycarbonylbenzyloxy)-2-(1-imidazolylmethyl)pyridine). The yield is 42.0%. As a reaction SMILES: [H-].[Na+].[OH:3][C:4]1[C:5]([CH2:10][C:11]2[NH:12][CH:13]=[CH:14][N:15]=2)=[N:6][CH:7]=[CH:8][CH:9]=1.Br[CH2:17][C:18]1[CH:28]=[CH:27][C:21]([C:22]([O:24][CH2:25][CH3:26])=[O:23])=[CH:20][CH:19]=1.O>CN(C)C=O.C(OCC)C>[CH2:25]([O:24][C:22]([C:21]1[CH:20]=[CH:19][C:18]([CH2:17][O:3][C:4]2[C:5]([CH2:10][C:11]3[NH:15][CH:14]=[CH:13][N:12]=3)=[N:6][CH:7]=[CH:8][CH:9]=2)=[CH:28][CH:27]=1)=[O:23])[CH3:26] |f:0.1|. Reported procedure: Sodium hydride (1.81 g of 50% dispersion in mineral oil) was added in portions to a stirred solution of 3-hydroxy-2-(1-imidazolylmethyl)pyridine (6.00 g) in dry N,N-dimethylformamide (100 ml) at 0° C. The mixture was stirred for 15 minutes and a solution of ethyl 4-bromomethyl-benzoate (8.34 g) in dry N,N-dimethylformamide (20 ml) was then added over a period of 10 minutes. The mixture was allowed to warm to room temperature, stirred for 4 hours and water (5 ml) was then added. The solution was ... Reactants: ClC=1C=C(C=CC1)C(O)CNC(CC1=CC=C(C=C1)OCC1=NC=CC=C1)C (3-Chloro-α-[[[2-[4-(2-pyridylmethyloxy)phenyl]-1-methylethyl]amino]methyl]benzene methanol). Reagents/catalysts: [Pt]=O (platinum oxide). Solvent: Cl (hydrochloride), C(C)O (ethanol), Cl (hydrogen chloride). Product: Cl.Cl.ClC=1C=C(C=CC1)C(O)CNC(CC1=CC=C(C=C1)OCC1NCCCC1)C (3-chloro-α-[[[2-[4-(2-piperidinylmethyloxy)phenyl]-1-methylethyl]amino]methyl] benzenemethanol, dihydrochloride), 198C. RXN SMILES: [Cl:1][C:2]1[CH:3]=[C:4]([CH:8]([CH2:10][NH:11][CH:12]([CH3:28])[CH2:13][C:14]2[CH:19]=[CH:18][C:17]([O:20][CH2:21][C:22]3[CH:27]=[CH:26][CH:25]=[CH:24][N:23]=3)=[CH:16][CH:15]=2)[OH:9])[CH:5]=[CH:6][CH:7]=1>C(O)C.Cl.[Pt]=O>[ClH:1].[ClH:1].[Cl:1][C:2]1[CH:3]=[C:4]([CH:8]([CH2:10][NH:11][CH:12]([CH3:28])[CH2:13][C:14]2[CH:19]=[CH:18][C:17]([O:20][CH2:21][CH:22]3[CH2:27][CH2:26][CH2:25][CH2:24][NH:23]3)=[CH:16][CH:15]=2)[OH:9])[CH:5]=[CH:6][CH:7]=1 |f:4.5.6|. Procedure details: 3-Chloro-α-[[[2-[4-(2-pyridylmethyloxy)phenyl]-1-methylethyl]amino]methyl]benzene methanol, (2.5 g) in ethanol (40 ml) and 2M hydrochloride acid (40 ml) was hydrogenated at atmospheric pressure in the presence of platinum oxide. The reaction mixture was filtered, the filtrate neutralised with 2M sodium hydroxide solution, extracted with ethyl acetate and dried. Evaporation of the solvent gave an oil which was treated with ethereal hydrogen chloride to give 3-chloro-α-[[[2-[4-(2-piperidinylmethyl... Reactants: CC(C)(C)C(=O)Nc1ncccc1C=O, Cl. Product: Nc1ncccc1C=O. As a reaction SMILES: [CH:1](=[O:2])[c:3]1[c:4]([NH:9][C:10](=[O:11])[C:12]([CH3:13])([CH3:14])[CH3:15])[n:5][cH:6][cH:7][cH:8]1.[ClH:16]>>[CH:1](=[O:2])[c:3]1[c:4]([NH2:9])[n:5][cH:6][cH:7][cH:8]1.